This data is from the Open Reaction Database (ORD), a public repository of structured organic reaction records. The task is: describe an organic reaction: reactants, conditions, products, and yield The reactants are NC1=NC(=C(C(=N1)N[C@H](CCO)CCCC)C#CCNC(OC(C)(C)C)=O)C ((S)-tert-Butyl 3-(2-amino-4-(1-hydroxyheptan-3-ylamino)-6-methylpyrimidin-5-yl)prop-2-ynylcarbamate). The reagents and catalysts are [Pd] (Pd/C). Run in CCO (EtOH). Product: NC1=NC(=C(C(=N1)N[C@H](CCO)CCCC)CCCNC(OC(C)(C)C)=O)C ((S)-tert-Butyl 3-(2-amino-4-(1-hydroxyheptan-3-ylamino)-6-methylpyrimidin-5-yl)propylcarbamate). The yield is 75.2%. Reaction SMILES: [NH2:1][C:2]1[N:7]=[C:6]([NH:8][C@@H:9]([CH2:13][CH2:14][CH2:15][CH3:16])[CH2:10][CH2:11][OH:12])[C:5]([C:17]#[C:18][CH2:19][NH:20][C:21](=[O:27])[O:22][C:23]([CH3:26])([CH3:25])[CH3:24])=[C:4]([CH3:28])[N:3]=1>CCO.[Pd]>[NH2:1][C:2]1[N:7]=[C:6]([NH:8][C@@H:9]([CH2:13][CH2:14][CH2:15][CH3:16])[CH2:10][CH2:11][OH:12])[C:5]([CH2:17][CH2:18][CH2:19][NH:20][C:21](=[O:27])[O:22][C:23]([CH3:26])([CH3:25])[CH3:24])=[C:4]([CH3:28])[N:3]=1. Reported procedure: The product from step (vii) (100 mg) and Pd/C (30 mg) in EtOH (5 mL) were hydrogenated under 3 bar at rt for 16 h. The catalyst was filtered off and the solvent evaporated to give the subtitle compound 76 mg.